This data is from the Open Reaction Database (ORD), a public repository of structured organic reaction records. The task is: describe an organic reaction: reactants, conditions, products, and yield The reactants are C(C)OC([C@H](CC1=CC=C(C=C1)OCCBr)OC)=O ((2S)-3-[4-(2-bromo-ethoxy)-phenyl]-2-methoxy-propionic acid ethyl ester), O(C1=CC=CC=C1)C1=CC=C(C=C1)O (4-phenoxy-phenol), C1(=CC=C(C=C1)OCCOC1=CC=C(C=C1)C[C@@H](C(=O)O)OC)C1=CC=CC=C1 ((2S)-3-{4-[2-(biphenyl-4-yloxy)-ethoxy]-phenyl}-2-methoxy-propionic acid). The product is COC(C(=O)O)CC1=CC=C(C=C1)OCCOC1=CC=C(C=C1)OC1=CC=CC=C1 (2-methoxy-3-{4-[2-(4-phenoxy-phenoxy)-ethoxy]-phenyl}-propionic acid). RXN SMILES: C([O:3][C:4](=[O:19])[C@@H:5]([O:17][CH3:18])[CH2:6][C:7]1[CH:12]=[CH:11][C:10]([O:13][CH2:14][CH2:15]Br)=[CH:9][CH:8]=1)C.[O:20]([C:27]1[CH:32]=[CH:31][C:30]([OH:33])=[CH:29][CH:28]=1)[C:21]1[CH:26]=[CH:25][CH:24]=[CH:23][CH:22]=1.C1(C2C=CC=CC=2)C=CC(OCCOC2C=CC(C[C@H](OC)C(O)=O)=CC=2)=CC=1>>[CH3:18][O:17][CH:5]([CH2:6][C:7]1[CH:8]=[CH:9][C:10]([O:13][CH2:14][CH2:15][O:33][C:30]2[CH:29]=[CH:28][C:27]([O:20][C:21]3[CH:26]=[CH:25][CH:24]=[CH:23][CH:22]=3)=[CH:32][CH:31]=2)=[CH:11][CH:12]=1)[C:4]([OH:3])=[O:19]. Procedure: The title compound was prepared from (2S)-3-[4-(2-bromo-ethoxy)-phenyl]-2-methoxy-propionic acid ethyl ester (Example 283, Step 2) and 4-phenoxy-phenol via the same procedure used for the preparation of (2S)-3-{4-[2-(biphenyl-4-yloxy)-ethoxy]-phenyl}-2-methoxy-propionic acid (Example 283, Step 3) to produce a white solid.